This data is from the Open Reaction Database (ORD), a public repository of structured organic reaction records. The task is: describe an organic reaction: reactants, conditions, products, and yield Starting materials: ClC1=CC=C(C=C1)C1NCCC1 ((RS)-2-(4-chloro-phenyl)-pyrrolidine), C1(=CC=CC=C1)S(=O)(=O)Cl (benzenesulfonyl chloride). Product: C1(=CC=CC=C1)S(=O)(=O)N1C(CCC1)C1=CC=C(C=C1)Cl ((RS)-1-Benzenesulfonyl-2-(4-chloro-phenyl)-pyrrolidine). Reaction SMILES: [Cl:1][C:2]1[CH:7]=[CH:6][C:5]([CH:8]2[CH2:12][CH2:11][CH2:10][NH:9]2)=[CH:4][CH:3]=1.[C:13]1([S:19](Cl)(=[O:21])=[O:20])[CH:18]=[CH:17][CH:16]=[CH:15][CH:14]=1>>[C:13]1([S:19]([N:9]2[CH2:10][CH2:11][CH2:12][CH:8]2[C:5]2[CH:4]=[CH:3][C:2]([Cl:1])=[CH:7][CH:6]=2)(=[O:21])=[O:20])[CH:18]=[CH:17][CH:16]=[CH:15][CH:14]=1. Procedure details: The title compound, white solid, m.p. 122° C. and MS: m/e=321 (M+) was prepared in accordance with the general method of example 1e from (RS)-2-(4-chloro-phenyl)-pyrrolidine and benzenesulfonyl chloride. Reactants: C(=C)(C)N1C(NC2=C1C=CC=C2)=O (1-isopropenyl-2-benzimidazolidinone), COC(C1=C(C(=CC=C1)[N+](=O)[O-])CBr)=O (methyl-2-bromomethyl-3-nitrobenzoate), C(=O)([O-])[O-].[K+].[K+] (K2CO3), [NH4+].[Cl-] (NH4Cl). Solvent: CN(C)C=O (DMF). Yields the product COC(C1=C(C(=CC=C1)[N+](=O)[O-])CN1C(N(C2=C1C=CC=C2)C(=C)C)=O)=O (2-(3-Isopropenyl-2-oxo-2,3-dihydro-benzoimidazol-1-ylmethyl)-3-nitro-benzoic acid methyl ester). The yield is 97.8%. RXN SMILES: [C:1]([N:4]1[C:8]2[CH:9]=[CH:10][CH:11]=[CH:12][C:7]=2[NH:6][C:5]1=[O:13])([CH3:3])=[CH2:2].[CH3:14][O:15][C:16](=[O:28])[C:17]1[CH:22]=[CH:21][CH:20]=[C:19]([N+:23]([O-:25])=[O:24])[C:18]=1[CH2:26]Br.C([O-])([O-])=O.[K+].[K+].[NH4+].[Cl-]>CN(C=O)C>[CH3:14][O:15][C:16](=[O:28])[C:17]1[CH:22]=[CH:21][CH:20]=[C:19]([N+:23]([O-:25])=[O:24])[C:18]=1[CH2:26][N:6]1[C:7]2[CH:12]=[CH:11][CH:10]=[CH:9][C:8]=2[N:4]([C:1]([CH3:3])=[CH2:2])[C:5]1=[O:13] |f:2.3.4,5.6|. Procedure details: To a solution of 1-isopropenyl-2-benzimidazolidinone (200 mg, 1.1 mmol) in DMF (10 mL) were added methyl-2-bromomethyl-3-nitrobenzoate (472 mg, 1.7 mmol) and K2CO3 (317 mg, 2.3 mmol) at room temperature. The solution was heated to 80 C for 2 hours. The solution was cooled down and sat. NH4Cl solution was added. The solution was extracted with EtOAc. The combined organic layer was dried with MgSO4 and was filtered. The filtrate was concentrated and the residue was purified by CombiFlash with 20% ...